Dataset: the Open Reaction Database (ORD), a public repository of structured organic reaction records. Task: describe an organic reaction: reactants, conditions, products, and yield The reactants are OCC1=CC=C(C=C1)N(C(OC(C)(C)C)=O)CC=1N=C(OC1C)C1=CC=CC=C1 (t-butyl 4-(hydroxymethyl)phenyl[(5-methyl-2-phenyl-4-oxazolyl)methyl]carbamate), [H-].[Na+] (sodium hydride), OC1=C(C=CC=C1)CC(=O)OC (methyl 2-(2-hydroxyphenyl)acetate), CS(=O)(=O)Cl (methanesulfonyl chloride). Solvent: C(C)(=O)OCC (ethyl acetate), C(C)N(CC)CC (triethylamine), CN(C=O)C (N,N-dimethylformamide), C(C)(=O)OCC (ethyl acetate), O (water). Conditions: time 20 hour. Product: C(C)(C)(C)OC(=O)N(C1=CC=C(COC2=C(C=CC=C2)CC(=O)OC)C=C1)CC=1N=C(OC1C)C1=CC=CC=C1 (methyl 2-[2-[4-[(t-butoxycarbonyl)[(5-methyl-2-phenyl-4-oxazolyl)methyl]amino]benzyloxy]phenyl]acetate). The yield is 59.6%. Reaction SMILES: [OH:1][CH2:2][C:3]1[CH:8]=[CH:7][C:6]([N:9]([CH2:17][C:18]2[N:19]=[C:20]([C:24]3[CH:29]=[CH:28][CH:27]=[CH:26][CH:25]=3)[O:21][C:22]=2[CH3:23])[C:10](=[O:16])[O:11][C:12]([CH3:15])([CH3:14])[CH3:13])=[CH:5][CH:4]=1.CS(Cl)(=O)=O.O[C:36]1[CH:41]=[CH:40][CH:39]=[CH:38][C:37]=1[CH2:42][C:43]([O:45][CH3:46])=[O:44].[H-].[Na+]>C(OCC)(=O)C.O.CN(C)C=O.C(N(CC)CC)C>[C:12]([O:11][C:10]([N:9]([CH2:17][C:18]1[N:19]=[C:20]([C:24]2[CH:25]=[CH:26][CH:27]=[CH:28][CH:29]=2)[O:21][C:22]=1[CH3:23])[C:6]1[CH:7]=[CH:8][C:3]([CH2:2][O:1][C:36]2[CH:41]=[CH:40][CH:39]=[CH:38][C:37]=2[CH2:42][C:43]([O:45][CH3:46])=[O:44])=[CH:4][CH:5]=1)=[O:16])([CH3:13])([CH3:14])[CH3:15] |f:3.4|. Procedure details: To a mixture of t-butyl 4-(hydroxymethyl)phenyl[(5-methyl-2-phenyl-4-oxazolyl)methyl]carbamate (1.0 g), triethylamine (1.01 g) and ethyl acetate (50 mL) was added methanesulfonyl chloride (1.15 g) at 0° C. The reaction mixture was stirred at room temperature for 20 hrs., diluted with ethyl acetate and washed successively with a saturated aqueous sodium hydrogencarbonate and saturated brine. The mixture was dried over anhydrous magnesium sulfate and concentrated to give pale-yellow crystals. To a... Reactants: NC1=NC(=NC=C1C(=O)C1=C(C=CC(=C1)OC)OC)S(=O)CC ((4-amino-2-ethanesulfinyl-pyrimidin-5-yl)-(2,5-dimethoxyphenyl)-methanone), NC1CCN(CC1)C(C)=O (1-(4-amino-piperidin-1-yl)-ethanone). Yields the product NC1=NC(=NC=C1C(C1=C(C=CC(=C1)OC)OC)=O)NC1CCN(CC1)C(C)=O (1-[4-[4-amino-5-(2,5-dimethoxy-benzoyl)-pyrimidin-2-ylamino]-piperidin-1-yl]-ethanone). Reaction SMILES: [NH2:1][C:2]1[C:7]([C:8]([C:10]2[CH:15]=[C:14]([O:16][CH3:17])[CH:13]=[CH:12][C:11]=2[O:18][CH3:19])=[O:9])=[CH:6][N:5]=[C:4](S(CC)=O)[N:3]=1.[NH2:24][CH:25]1[CH2:30][CH2:29][N:28]([C:31](=[O:33])[CH3:32])[CH2:27][CH2:26]1>>[NH2:1][C:2]1[C:7]([C:8](=[O:9])[C:10]2[CH:15]=[C:14]([O:16][CH3:17])[CH:13]=[CH:12][C:11]=2[O:18][CH3:19])=[CH:6][N:5]=[C:4]([NH:24][CH:25]2[CH2:30][CH2:29][N:28]([C:31](=[O:33])[CH3:32])[CH2:27][CH2:26]2)[N:3]=1. Reported procedure: The same procedure as described in Example 326 was used, starting with (4-amino-2-ethanesulfinyl-pyrimidin-5-yl)-(2,5-dimethoxyphenyl)-methanone (Example 329) and 1-(4-amino-piperidin-1-yl)-ethanone to give 1-[4-[4-amino-5-(2,5-dimethoxy-benzoyl)-pyrimidin-2-ylamino]-piperidin-1-yl]-ethanone as a white solid. MS (M+H)+, 400.